Dataset: the Open Reaction Database (ORD), a public repository of structured organic reaction records. Task: describe an organic reaction: reactants, conditions, products, and yield The reactants are CCc1cccc(CC)c1C(O)c1ncc[nH]1, Cl, [Na+], [OH-], [Zn]. Yields the product CCc1cccc(CC)c1Cc1ncc[nH]1. As a reaction SMILES: [CH2:1]([CH3:2])[c:3]1[c:4]([CH:11]([OH:12])[c:13]2[nH:14][cH:15][cH:16][n:17]2)[c:5]([CH2:9][CH3:10])[cH:6][cH:7][cH:8]1.[ClH:20].[Na+:19].[OH-:18].[Zn:21]>>[CH2:1]([CH3:2])[c:3]1[c:4]([CH2:11][c:13]2[nH:14][cH:15][cH:16][n:17]2)[c:5]([CH2:9][CH3:10])[cH:6][cH:7][cH:8]1. The reactants are C(=CCCCCCCCCCCCCCC)Br (hexadecenyl bromide), CS(=O)C (DMSO), C(=O)(O)[O-].[Na+] (NaHCO3). Conditions: temperature 60 celsius. Product: C(CCCCCCCCC\C=C/CCCC)=O (Z-11-hexadecenal). Isolated yield 38.0%. RXN SMILES: [CH:1](Br)=[CH:2][CH2:3][CH2:4][CH2:5][CH2:6][CH2:7][CH2:8][CH2:9][CH2:10][CH2:11][CH2:12][CH2:13][CH2:14][CH2:15][CH3:16].CS(C)=[O:20].C([O-])(O)=O.[Na+]>>[CH:1](=[O:20])[CH2:2][CH2:3][CH2:4][CH2:5][CH2:6][CH2:7][CH2:8][CH2:9][CH2:10]/[CH:11]=[CH:12]\[CH2:13][CH2:14][CH2:15][CH3:16] |f:2.3|. Procedure: Run 3 (invention): The oxidation procedure employed for run 2 was repeated on a larger scale. Thus, 360 g (1.2 mol) of hexadecenyl bromide and 1800 mL (1980 g; 25.4 mol) of DMSO were mixed and heated to 60° C., with temperature maintained at 60° C. for about 30 minutes. Then, 240 g (2.9 mol) of NaHCO3 was added and the temperature of the reaction mixture raised to 130° C., which was maintained for 2 hours. The reaction mixture was then cooled and filtered. The lower layer (DMSO layer) was separa... Reactants: CC1=NN(C2=CC(=CC=C12)[N+](=O)[O-])COCC[Si](C)(C)C (3-methyl-6-nitro-1-((2-(trimethylsilyl)ethoxy)methyl)-1H-indazole). The reagents and catalysts are [Pd] (Pd/C). Run in CO (MeOH). Yields the product CC1=NN(C2=CC(=CC=C12)N)COCC[Si](C)(C)C (3-methyl-1-((2-(trimethylsilyl)ethoxy)methyl)-1H-indazol-6-amine). Yield: 88.9%. Reaction SMILES: [CH3:1][C:2]1[C:10]2[C:5](=[CH:6][C:7]([N+:11]([O-])=O)=[CH:8][CH:9]=2)[N:4]([CH2:14][O:15][CH2:16][CH2:17][Si:18]([CH3:21])([CH3:20])[CH3:19])[N:3]=1>CO.[Pd]>[CH3:1][C:2]1[C:10]2[C:5](=[CH:6][C:7]([NH2:11])=[CH:8][CH:9]=2)[N:4]([CH2:14][O:15][CH2:16][CH2:17][Si:18]([CH3:19])([CH3:21])[CH3:20])[N:3]=1. Procedure: A solution of 3-methyl-6-nitro-1-((2-(trimethylsilyl)ethoxy)methyl)-1H-indazole (2.37 g, 7.70 mmol) and Pd/C (10 weight %) (0.082 g, 0.77 mmol) in MeOH (35 mL) was stirred under an atmosphere of H2 at about 25° C. for about 12 h. The hydrogen source was removed and the flask was purged with N2. The catalyst was removed by filtration and the filtrate was concentrated to give 3-methyl-1-((2-(trimethylsilyl)ethoxy)methyl)-1H-indazol-6-amine (1.9 g, 84%): LC/MS (Table 2, Method h) Rt=2.09 min; MS m/... Starting materials: Cc1cc(O)c(F)cc1Br, CC(=O)O, ClC(Cl)Cl, O=[N+]([O-])O. The product is Cc1c(Br)cc(F)c(O)c1[N+](=O)[O-]. Reaction SMILES: [Br:1][c:2]1[cH:3][c:4]([F:10])[c:5]([OH:9])[cH:6][c:7]1[CH3:8].[CH3:15][C:16](=[O:17])[OH:18].[CH:19]([Cl:20])([Cl:21])[Cl:22].[OH:11][N+:12]([O-:13])=[O:14]>>[Br:1][c:2]1[cH:3][c:4]([F:10])[c:5]([OH:9])[c:6]([N+:12](=[O:11])[O-:13])[c:7]1[CH3:8]. The reactants are ClC1=C(C=NC2=CC=CC=C12)[N+](=O)[O-] (4-chloro-3-nitroquinoline), NC(CO)(C)C (2-amino-2-methyl-1-propanol). Yields the product [N+](=O)([O-])C=1C=NC2=CC=CC=C2C1NC(CO)C (2-[(3-nitro-4-quinolinyl)amino]-1-propanol). RXN SMILES: Cl[C:2]1[C:11]2[C:6](=[CH:7][CH:8]=[CH:9][CH:10]=2)[N:5]=[CH:4][C:3]=1[N+:12]([O-:14])=[O:13].[NH2:15][C:16](C)([CH3:19])[CH2:17][OH:18]>>[N+:12]([C:3]1[CH:4]=[N:5][C:6]2[C:11]([C:2]=1[NH:15][CH:16]([CH3:19])[CH2:17][OH:18])=[CH:10][CH:9]=[CH:8][CH:7]=2)([O-:14])=[O:13]. Procedure: Using the method of Example 1, 4-chloro-3-nitroquinoline was reacted with 2-amino-2-methyl-1-propanol to afford 2-[(3-nitro-4-quinolinyl)amino]-1-propanol, m.p. 207°-211° C. Analysis: Calculated for C12H13N3O3 : %C, 58.3; %H, 5.3; %N, 17; Found: %C, 58.6; %H, 5.3; %N, 17.2. Reactants: BrC=1C=NC=2N(C1)N=C(C2)C(=O)O (6-bromo-pyrazolo[1,5-a]pyrimidine-2-carboxylic acid), CC1NCCC2=C(C=NC=C12)[N+](=O)[O-] (1-Methyl-5-nitro-1,2,3,4-tetrahydro-[2,7]naphthyridine). Product: BrC=1C=NC=2N(C1)N=C(C2)C(=O)N2C(C1=CN=CC(=C1CC2)[N+](=O)[O-])C ((6-Bromo-pyrazolo[1,5-a]pyrimidin-2-yl)-(1-methyl-5-nitro-3,4-dihydro-1H-[2,7]naphthyridin-2-yl)-methanone). As a reaction SMILES: [Br:1][C:2]1[CH:3]=[N:4][C:5]2[N:6]([N:8]=[C:9]([C:11]([OH:13])=O)[CH:10]=2)[CH:7]=1.[CH3:14][CH:15]1[C:24]2[C:19](=[C:20]([N+:25]([O-:27])=[O:26])[CH:21]=[N:22][CH:23]=2)[CH2:18][CH2:17][NH:16]1>>[Br:1][C:2]1[CH:3]=[N:4][C:5]2[N:6]([N:8]=[C:9]([C:11]([N:16]3[CH2:17][CH2:18][C:19]4[C:24](=[CH:23][N:22]=[CH:21][C:20]=4[N+:25]([O-:27])=[O:26])[CH:15]3[CH3:14])=[O:13])[CH:10]=2)[CH:7]=1. Reported procedure: In close analogy to the procedure described in Example 1, 6-bromo-pyrazolo[1,5-a]pyrimidine-2-carboxylic acid is reacted with 1-Methyl-5-nitro-1,2,3,4-tetrahydro-[2,7]naphthyridine to provide the title compound in moderate yield. Starting materials: O=C([O-])O, CO, CC#N, [N-]=[N+]=C1C(=O)N(c2ccccc2F)N=C1c1ccccc1F, [Na+], O, c1ccc(P(c2ccccc2)c2ccccc2)cc1. Product: NN=C1C(=O)N(c2ccccc2F)N=C1c1ccccc1F. RXN SMILES: [C:44](=[O:45])([OH:46])[O-:47].[CH3:42][OH:43].[CH3:49][C:50]#[N:51].[N+:1](=[N-:2])=[C:3]1[C:4](=[O:22])[N:5]([c:15]2[c:16]([F:21])[cH:17][cH:18][cH:19][cH:20]2)[N:6]=[C:7]1[c:8]1[c:9]([F:14])[cH:10][cH:11][cH:12][cH:13]1.[Na+:48].[OH2:52].[c:23]1([P:24]([c:25]2[cH:26][cH:27][cH:28][cH:29][cH:30]2)[c:31]2[cH:32][cH:33][cH:34][cH:35][cH:36]2)[cH:37][cH:38][cH:39][cH:40][cH:41]1>>[N:1]([NH2:2])=[C:3]1[C:4](=[O:22])[N:5]([c:15]2[c:16]([F:21])[cH:17][cH:18][cH:19][cH:20]2)[N:6]=[C:7]1[c:8]1[c:9]([F:14])[cH:10][cH:11][cH:12][cH:13]1.